describe an organic reaction: reactants, conditions, products, and yield From a dataset of the Open Reaction Database (ORD), a public repository of structured organic reaction records. Starting materials: Intermediate I, FC(C=1C=C(N)C=CC1)(F)F (3-(trifluoromethyl)aniline), BrC=1C=CC=2N(C1)C=C(N2)C(=O)OCC (ethyl 6-bromoimidazo[1,2-a]pyridine-2-carboxylate). Yields the product BrC=1C=CC=2N(C1)C=C(N2)C(=O)NC2=CC(=CC=C2)C(F)(F)F (6-Bromo-N-(3-(trifluoromethyl)phenyl)imidazo[1,2-a]pyridine-2-carboxamide). Reaction SMILES: [F:1][C:2]([F:11])([F:10])[C:3]1[CH:4]=[C:5]([CH:7]=[CH:8][CH:9]=1)[NH2:6].[Br:12][C:13]1[CH:14]=[CH:15][C:16]2[N:17]([CH:19]=[C:20]([C:22](OCC)=[O:23])[N:21]=2)[CH:18]=1>>[Br:12][C:13]1[CH:14]=[CH:15][C:16]2[N:17]([CH:19]=[C:20]([C:22]([NH:6][C:5]3[CH:7]=[CH:8][CH:9]=[C:3]([C:2]([F:10])([F:11])[F:1])[CH:4]=3)=[O:23])[N:21]=2)[CH:18]=1. Procedure: The title compound was prepared by essentially following the same procedures described for Intermediate I, using 3-(trifluoromethyl)aniline and ethyl 6-bromoimidazo[1,2-a]pyridine-2-carboxylate as starting materials. Reactants: C1(CCC(CC1)=O)C1CCC(CC1)=O (bicyclohexyl-4,4'-dione), [Br-].C(CC)[P+](C1=CC=CC=C1)(C1=CC=CC=C1)C1=CC=CC=C1 (propyl-triphenylphosphonium bromide), CC(C)([O-])C.[K+] (potassium tert-butoxide). The solvent is C1CCOC1 (THF), C1CCOC1 (THF). Conditions: temperature 0 celsius, time 8 hour. The product is C(CC)=C1CCC(CC1)C1CCC(CC1)=CCC (4,4'-dipropylidenebicyclohexyl). As a reaction SMILES: [CH:1]1([CH:8]2[CH2:13][CH2:12][C:11](=O)[CH2:10][CH2:9]2)[CH2:6][CH2:5][C:4](=O)[CH2:3][CH2:2]1.[Br-].[CH2:16]([P+](C1C=CC=CC=1)(C1C=CC=CC=1)C1C=CC=CC=1)[CH2:17][CH3:18].[CH3:38][C:39](C)([O-])[CH3:40].[K+]>C1COCC1>[CH:16](=[C:4]1[CH2:5][CH2:6][CH:1]([CH:8]2[CH2:13][CH2:12][C:11](=[CH:38][CH2:39][CH3:40])[CH2:10][CH2:9]2)[CH2:2][CH2:3]1)[CH2:17][CH3:18] |f:1.2,3.4|. Procedure details: 29.1 g of bicyclohexyl-4,4'-dione and 123 g of propyl-triphenylphosphonium bromide were suspended in 300 ml of THF. The solution was cooled to 0° C., and a solution of 36 g of potassium tert-butoxide in 100 ml of THF was added dropwise, and the mixture was stirred at RT overnight. Conventional work-up gave 4,4'-dipropylidenebicyclohexyl. Reactants: CCO, CCOC(=O)C(C(=O)OCC)c1nc(Cl)nc2cc(OC)c(OC)cc12, NC(N)=S. The product is CCOC(=O)C(C(=O)OCC)c1nc(S)nc2cc(OC)c(OC)cc12. Reaction SMILES: [CH3:31][CH2:32][OH:33].[Cl:1][c:2]1[n:3][c:4]2[cH:5][c:6]([O:25][CH3:26])[c:7]([O:23][CH3:24])[cH:8][c:9]2[c:10]([CH:12]([C:13](=[O:14])[O:15][CH2:16][CH3:17])[C:18](=[O:19])[O:20][CH2:21][CH3:22])[n:11]1.[NH2:27][C:28]([NH2:29])=[S:30]>>[c:2]1([SH:30])[n:3][c:4]2[cH:5][c:6]([O:25][CH3:26])[c:7]([O:23][CH3:24])[cH:8][c:9]2[c:10]([CH:12]([C:13](=[O:14])[O:15][CH2:16][CH3:17])[C:18](=[O:19])[O:20][CH2:21][CH3:22])[n:11]1. Reactants: COC(=O)C(=O)c1ccc(OCCOc2ccc3ccncc3c2)cc1, CO, [Na+], C1CCOC1, [OH-], O. The product is O=C(O)C(=O)c1ccc(OCCOc2ccc3ccncc3c2)cc1. As a reaction SMILES: [CH3:1][O:2][C:3]([C:4]([c:5]1[cH:6][cH:7][c:8]([O:11][CH2:12][CH2:13][O:14][c:15]2[cH:16][cH:17][c:18]3[cH:19][cH:20][n:21][cH:22][c:23]3[cH:24]2)[cH:9][cH:10]1)=[O:25])=[O:26].[CH3:29][OH:30].[Na+:28].[O:31]1[CH2:32][CH2:33][CH2:34][CH2:35]1.[OH-:27].[OH2:36]>>[O:2]=[C:3]([C:4]([c:5]1[cH:6][cH:7][c:8]([O:11][CH2:12][CH2:13][O:14][c:15]2[cH:16][cH:17][c:18]3[cH:19][cH:20][n:21][cH:22][c:23]3[cH:24]2)[cH:9][cH:10]1)=[O:25])[OH:26]. Starting materials: BrC=1C=CC(=C(C1)OS(=O)(=O)C)C(CC)=O (Methanesulfonic acid 5-bromo-2-propionyl-phenyl ester), CNN (methylhydrazine), C(C)(=O)[O-].[NH4+] (ammonium acetate). Run in xylenes, ClCCl (dichloromethane). Run at temperature 135 celsius. Product: BrC1=CC=C2C(=NN(C2=C1)C)CC (6-bromo-1-methyl-3ethyl-1H-indazole). Isolated yield 77.1%. RXN SMILES: [Br:1][C:2]1[CH:3]=[CH:4][C:5]([C:13](=O)[CH2:14][CH3:15])=[C:6](OS(C)(=O)=O)[CH:7]=1.[CH3:17][NH:18][NH2:19].C([O-])(=O)C.[NH4+]>ClCCl>[Br:1][C:2]1[CH:7]=[C:6]2[C:5]([C:13]([CH2:14][CH3:15])=[N:19][N:18]2[CH3:17])=[CH:4][CH:3]=1 |f:2.3|. Procedure: Methanesulfonic acid 5-bromo-2-propionyl-phenyl ester (2.00 g, 6.51 mmol) was combined with methylhydrazine (0.69 mL, 13 mmol) and ammonium acetate (1.30 g, 16.9 mmol) in xylenes (12 mL). The reaction mixture was heated to 135° C. for 18 hours using a Dean Stark apparatus. The reaction was cooled to room temperature, diluted with dichloromethane (50 mL), and washed with water (50 mL) and 1N aqueous hydrochloric acid (50 mL). The organic extracts were dried over magnesium sulfate and concentrated... The reactants are C1CCOC1, CN=C=O, CCOC(C)=O, CC(C)(C)c1ccc(C=CC(=O)Nc2ccc3cn[nH]c3c2)cc1. Yields the product CNC(=O)n1ncc2ccc(NC(=O)C=Cc3ccc(C(C)(C)C)cc3)cc21. Reaction SMILES: [CH2:25]1[O:26][CH2:27][CH2:28][CH2:29]1.[CH3:30][N:31]=[C:32]=[O:33].[CH3:34][CH2:35][O:36][C:37]([CH3:38])=[O:39].[nH:1]1[n:2][cH:3][c:4]2[cH:5][cH:6][c:7]([NH:10][C:11]([CH:12]=[CH:13][c:14]3[cH:15][cH:16][c:17]([C:20]([CH3:21])([CH3:22])[CH3:23])[cH:18][cH:19]3)=[O:24])[cH:8][c:9]12>>[n:1]1([C:32]([NH:31][CH3:30])=[O:33])[n:2][cH:3][c:4]2[cH:5][cH:6][c:7]([NH:10][C:11]([CH:12]=[CH:13][c:14]3[cH:15][cH:16][c:17]([C:20]([CH3:21])([CH3:22])[CH3:23])[cH:18][cH:19]3)=[O:24])[cH:8][c:9]12.